The task is: describe an organic reaction: reactants, conditions, products, and yield. This data is from the Open Reaction Database (ORD), a public repository of structured organic reaction records. Starting materials: C(C)OC1=NC(=NC=C1)N1CC(CC1)O (1-(4-Ethoxypyrimidin-2-yl)pyrrolidin-3-ol), Cl (HCl). The product is OC1CN(CC1)C1=NC=CC(=N1)O (2-(3-Hydroxypyrrolidin-1-yl)pyrimidin-4-ol). As a reaction SMILES: C([O:3][C:4]1[CH:9]=[CH:8][N:7]=[C:6]([N:10]2[CH2:14][CH2:13][CH:12]([OH:15])[CH2:11]2)[N:5]=1)C.Cl>>[OH:15][CH:12]1[CH2:13][CH2:14][N:10]([C:6]2[N:5]=[C:4]([OH:3])[CH:9]=[CH:8][N:7]=2)[CH2:11]1. Reported procedure: 1-(4-Ethoxypyrimidin-2-yl)pyrrolidin-3-ol (1.0 g, 4.8 mol) was combined with 6M HCl (24 mL, 144 mmol) and heated to reflux overnight. The mixture was concentrated in vacuo to give the title compound. Reactants: C(C)(=O)O (Acetic acid), C(C)(=O)O[BH-](OC(C)=O)OC(C)=O.[Na+] (sodium triacetoxyborohydride), CN1C(C(=CC2=CC=CC=C12)C=O)=O (1-methyl-2-oxo-1,2-dihydroquinoline-3-carbaldehyde), C(C)(=O)[O-].[Na+] (sodium acetate), [Cl-].C1(=CC=CC=C1)C(C[NH3+])C1CCOCC1 (2-phenyl-2-(tetrahydro-2H-pyran-4-yl)ethanaminium chloride). The solvent is ClCCCl (1,2 dichloroethane). Run at time 20 hour. Yields the product CN1C(C(=CC2=CC=CC=C12)CNCC(C1CCOCC1)C1=CC=CC=C1)=O (1-methyl-3-({[2-phenyl-2-(tetrahydro-2H-pyran-4-yl)ethyl]amino}methyl)quinolin-2 (1H)-one). Reaction SMILES: [CH3:1][N:2]1[C:11]2[C:6](=[CH:7][CH:8]=[CH:9][CH:10]=2)[CH:5]=[C:4]([CH:12]=O)[C:3]1=[O:14].C([O-])(=O)C.[Na+].[Cl-].[C:21]1([CH:27]([CH:30]2[CH2:35][CH2:34][O:33][CH2:32][CH2:31]2)[CH2:28][NH3+:29])[CH:26]=[CH:25][CH:24]=[CH:23][CH:22]=1.C(O)(=O)C.C(O[BH-](OC(=O)C)OC(=O)C)(=O)C.[Na+]>ClCCCl>[CH3:1][N:2]1[C:11]2[C:6](=[CH:7][CH:8]=[CH:9][CH:10]=2)[CH:5]=[C:4]([CH2:12][NH:29][CH2:28][CH:27]([C:21]2[CH:26]=[CH:25][CH:24]=[CH:23][CH:22]=2)[CH:30]2[CH2:31][CH2:32][O:33][CH2:34][CH2:35]2)[C:3]1=[O:14] |f:1.2,3.4,6.7|. Reported procedure: 1-methyl-2-oxo-1,2-dihydroquinoline-3-carbaldehyde (35 mg, 0.187 mmol), sodium acetate (19.94 mg, 0.243 mmol), and 2-phenyl-2-(tetrahydro-2H-pyran-4-yl)ethanaminium chloride (45.2 mg, 0.187 mmol) were combined in 1,2 dichloroethane (2 ml). Acetic acid (0.021 ml, 0.374 mmol) and sodium triacetoxyborohydride (119 mg, 0.561 mmol) were added and the reaction stirred for 20 hours. The mixture was partitioned between CH2Cl2 and satd. bicarb and the aqueous portion was extracted 3×CH2Cl2. The organic p... Reactants: Cl (hydrogen chloride), C1(CCCCC1)CC(=O)C=1N=C(SC1)C1CCN(CC1)C(=O)OC(C)(C)C (tert-butyl 4-[4-(cyclohexylacetyl)-1,3-thiazol-2-yl]piperidine-1-carboxylate). Run in O1CCOCC1 (dioxane), C(C)OCC (diethyl ether). Run at temperature 0 celsius. The product is [Cl-].C1(CCCCC1)CC(=O)C=1N=C(SC1)C1CC[NH2+]CC1 (4-[4-(Cyclohexylacetyl)-1,3-thiazol-2-yl]piperidinium chloride). Reaction SMILES: [ClH:1].[CH:2]1([CH2:8][C:9]([C:11]2[N:12]=[C:13]([CH:16]3[CH2:21][CH2:20][N:19](C(OC(C)(C)C)=O)[CH2:18][CH2:17]3)[S:14][CH:15]=2)=[O:10])[CH2:7][CH2:6][CH2:5][CH2:4][CH2:3]1>O1CCOCC1.C(OCC)C>[Cl-:1].[CH:2]1([CH2:8][C:9]([C:11]2[N:12]=[C:13]([CH:16]3[CH2:17][CH2:18][NH2+:19][CH2:20][CH2:21]3)[S:14][CH:15]=2)=[O:10])[CH2:3][CH2:4][CH2:5][CH2:6][CH2:7]1 |f:4.5|. Reported procedure: Under argon and at 0° C., a solution of hydrogen chloride in dioxane (4M, 1 ml) was added to a solution of tert-butyl 4-[4-(cyclohexylacetyl)-1,3-thiazol-2-yl]piperidine-1-carboxylate (5.0 g) in diethyl ether (1 ml). The mixture was stirred at 0° C. and then slowly warmed to room temperature. After stirring overnight, excess acid and the solvent were removed under reduced pressure. This gave 4-[4-(cyclohexylacetyl)-1,3-thiazol-2-yl]piperidinium chloride (315 mg). Starting materials: F[B-](F)(F)F.C(C)(C)C1=C(C(=CC=C1)C(C)C)[N+]1=CN(CC1)C1=C(C=CC=C1C(C)C)C(C)C (1,3-bis(2,6-diisopropylphenyl)-4,5-dihydroimidazolium tetrafluoroborate), C[Si](C)(C)[N-][Si](C)(C)C.[Li+] (lithium bis(trimethylsilyl)amide), BrC1=C2C=CN(C2=CC=C1)S(=O)(=O)C1=CC=CC=C1 (4-Bromo-1-(phenylsulfonyl)-1H-indole), C(C)(=O)OC(C)(C)C (tert-butyl acetate). Reagents/catalysts: C=1C=CC(=CC1)/C=C/C(=O)/C=C/C2=CC=CC=C2.C=1C=CC(=CC1)/C=C/C(=O)/C=C/C2=CC=CC=C2.C=1C=CC(=CC1)/C=C/C(=O)/C=C/C2=CC=CC=C2.[Pd].[Pd] (tris(dibenzylideneacetone)dipalladium). Run in C1(=CC=CC=C1)C (toluene). Conditions: time 18 hour. Product: C1(=CC=CC=C1)S(=O)(=O)N1C=CC2=C(C=CC=C12)CC(=O)OC(C)(C)C (tert-Butyl [1-(phenylsulfonyl)-1H-indol-4-yl]acetate). As a reaction SMILES: F[B-](F)(F)F.C(C1C=CC=C(C(C)C)C=1[N+]1CCN(C2C(C(C)C)=CC=CC=2C(C)C)C=1)(C)C.C[Si]([N-][Si](C)(C)C)(C)C.[Li+].Br[C:46]1[CH:54]=[CH:53][CH:52]=[C:51]2[C:47]=1[CH:48]=[CH:49][N:50]2[S:55]([C:58]1[CH:63]=[CH:62][CH:61]=[CH:60][CH:59]=1)(=[O:57])=[O:56].[C:64]([O:67][C:68]([CH3:71])([CH3:70])[CH3:69])(=[O:66])[CH3:65]>C1C=CC(/C=C/C(/C=C/C2C=CC=CC=2)=O)=CC=1.C1C=CC(/C=C/C(/C=C/C2C=CC=CC=2)=O)=CC=1.C1C=CC(/C=C/C(/C=C/C2C=CC=CC=2)=O)=CC=1.[Pd].[Pd].C1(C)C=CC=CC=1>[C:58]1([S:55]([N:50]2[C:51]3[C:47](=[C:46]([CH2:65][C:64]([O:67][C:68]([CH3:71])([CH3:70])[CH3:69])=[O:66])[CH:54]=[CH:53][CH:52]=3)[CH:48]=[CH:49]2)(=[O:57])=[O:56])[CH:63]=[CH:62][CH:61]=[CH:60][CH:59]=1 |f:0.1,2.3,6.7.8.9.10|. Reported procedure: To a mixture of 1,3-bis(2,6-diisopropylphenyl)-4,5-dihydroimidazolium tetrafluoroborate (94 mg, 0.196 mmol), tris(dibenzylideneacetone)dipalladium (180 mg, 0.196 mmol), and lithium bis(trimethylsilyl)amide (1.37 M in t-BuOMe, 11.0 mL, 15.1 mmol) were added 4-bromo-1-(phenylsulfonyl)-1H-indole from Step A (2.20 g, 6.54 mmol), tert-butyl acetate (988 mg, 8.51 mmol), and toluene (15 mL). The resulting mixture was stirred at ambient temperature for 18 h then partitioned between Et2O (100 mL) and sat... Reactants: C=1(C(=CC=CC1)C)C (xylene), ClC1=CC=C(C=C1)C1=C(C=CC=C1)[N+](=O)[O-] (4′-chloro-2-nitrobiphenyl). The reagents and catalysts are [Pt] (Pt/C). Solvent: CC(=O)C (acetone). Run at temperature 100 celsius. The product is ClC1=CC=C(C=C1)C1=C(C=CC=C1)N (4′-chloro-2-aminobiphenyl). As a reaction SMILES: C1(C)C(C)=CC=CC=1.[Cl:9][C:10]1[CH:15]=[CH:14][C:13]([C:16]2[CH:21]=[CH:20][CH:19]=[CH:18][C:17]=2[N+:22]([O-])=O)=[CH:12][CH:11]=1>[Pt].CC(C)=O>[Cl:9][C:10]1[CH:11]=[CH:12][C:13]([C:16]2[CH:21]=[CH:20][CH:19]=[CH:18][C:17]=2[NH2:22])=[CH:14][CH:15]=1. Reported procedure: In a 20 ml autoclave were placed 1 g of xylene, 6 mg of a Pt/C catalyst (containing 1% by weight of Pt with respect to the weight of carbon) and 0.25 g (1 mmol) of 4′-chloro-2-nitrobiphenyl obtained in example 1.4. The mixture was stirred under hydrogen pressure (7-8 bar) at 100° C. until the starting material had disappeared (monitoring via HPLC). After completion of the reaction the mixture was cooled to ambient temperature and diluted with 15 ml of acetone. The catalyst was filtered off and t...